Dataset: the Open Reaction Database (ORD), a public repository of structured organic reaction records. Task: describe an organic reaction: reactants, conditions, products, and yield The reactants are C(C)(C)N(CCCN1C(=O)C(=O)C2=CC=CC=C12)C(C)C (1-(3-diisopropylaminopropyl)isatin), Cl.NNC(=O)N (semicarbazide hydrochloride). Yields the product C(C)(C)N(CCCN1C(=O)/C(/C2=CC=CC=C12)=N/NC(=O)N)C(C)C ((E)-1-(3-diisopropylaminopropyl)isatin 3-semicarbazone). Yield: 66.6%. RXN SMILES: [CH:1]([N:4]([CH:19]([CH3:21])[CH3:20])[CH2:5][CH2:6][CH2:7][N:8]1[C:18]2[C:13](=[CH:14][CH:15]=[CH:16][CH:17]=2)[C:11](=O)[C:9]1=[O:10])([CH3:3])[CH3:2].Cl.[NH2:23][NH:24][C:25]([NH2:27])=[O:26]>>[CH:1]([N:4]([CH:19]([CH3:21])[CH3:20])[CH2:5][CH2:6][CH2:7][N:8]1[C:18]2[C:13](=[CH:14][CH:15]=[CH:16][CH:17]=2)/[C:11](=[N:23]\[NH:24][C:25]([NH2:27])=[O:26])/[C:9]1=[O:10])([CH3:3])[CH3:2] |f:1.2|. Procedure details: By using 1-(3-diisopropylaminopropyl)isatin and semicarbazide hydrochloride, a method analogous to that described in Example 4 was carried out to obtain (E)-1-(3-diisopropylaminopropyl)isatin 3-semicarbazone having a melting point of 173°-175° C. (yield: 66.6%, recrystallizing solvent: methanol-benzene). Reactants: ClC1(C(NC2=CC=C(C=C12)Cl)=O)C1=C(C=CC=C1)OC (3,5-dichloro-3-(2-methoxyphenyl)-1,3-dihydro-2H-indol-2-one), CN(C([C@H](C)NCC1=NC=CC=C1)=O)C ((2S)—N,N-dimethyl-2-[(pyridin-2-ylmethyl)amino]propanamide). Yields the product ClC=1C=C2C(C(NC2=CC1)=O)(C1=C(C=CC=C1)OC)N([C@H](C(=O)N(C)C)C)CC1=NC=CC=C1 ((2S)-2-{[5-chloro-3-(2-methoxyphenyl)-2-oxo-2,3-dihydro-1H-indol-3-yl](pyridin-2-ylmethyl)amino}-N,N-dimethylpropanamide). Reaction SMILES: Cl[C:2]1([C:13]2[CH:18]=[CH:17][CH:16]=[CH:15][C:14]=2[O:19][CH3:20])[C:10]2[C:5](=[CH:6][CH:7]=[C:8]([Cl:11])[CH:9]=2)[NH:4][C:3]1=[O:12].[CH3:21][N:22]([CH3:35])[C:23](=[O:34])[C@@H:24]([NH:26][CH2:27][C:28]1[CH:33]=[CH:32][CH:31]=[CH:30][N:29]=1)[CH3:25]>>[Cl:11][C:8]1[CH:9]=[C:10]2[C:5](=[CH:6][CH:7]=1)[NH:4][C:3](=[O:12])[C:2]2([N:26]([CH2:27][C:28]1[CH:33]=[CH:32][CH:31]=[CH:30][N:29]=1)[C@@H:24]([CH3:25])[C:23]([N:22]([CH3:35])[CH3:21])=[O:34])[C:13]1[CH:18]=[CH:17][CH:16]=[CH:15][C:14]=1[O:19][CH3:20]. Reported procedure: With 789 mg of 3,5-dichloro-3-(2-methoxyphenyl)-1,3-dihydro-2H-indol-2-one and the compound obtained in Step 253-2 (2.56 mmol, crude form) as starting materials, respectively 821 mg (Isomer A, colorless amorphous) and 406 mg (Isomer B, colorless amorphous) of two species of diastereoisomers of the title compound were obtained by a similar method to Step 4-2. The reactants are BrCC(=O)N1C(CN(CC1)C(C1=CC(=CC(=C1)C)C)=O)C1=CC(=C(C=C1)Cl)Cl ((+,-)-bromoacetyl-2-(3,4-dichlorophenyl)-4-(3,5-dimethylbenzoyl)piperazine), CCC([BH-](C(CC)C)C(CC)C)C.[Li+] (L-selectride), C(=O)(O)[O-].[Na+] (NaHCO3). Run in C1CCOC1 (THF). Reaction conditions: temperature -23 celsius, time 2 hour. Product: C(C1=CC=CC=C1)N1CC(C(CC1)=O)C (1-benzyl-3-methyl-4-piperidone). As a reaction SMILES: BrCC(N1C[CH2:9][N:8]([C:11](=O)[C:12]2[CH:17]=[C:16](C)[CH:15]=[C:14](C)[CH:13]=2)[CH2:7][CH:6]1[C:21]1[CH:26]=[CH:25]C(Cl)=C(Cl)C=1)=O.CCC(C)[BH-](C(C)CC)C(C)CC.[Li+].C([O-])(O)=[O:44].[Na+]>C1COCC1>[CH2:11]([N:8]1[CH2:7][CH2:6][C:21](=[O:44])[CH:26]([CH3:25])[CH2:9]1)[C:12]1[CH:13]=[CH:14][CH:15]=[CH:16][CH:17]=1 |f:1.2,3.4|. Procedure details: To a cooled solution of compound 3 from step 1 (8.65 g, 34.8 mmol) in THF (100 mL) at -23° C. was added 27.8mL of 1M L-selectride (27.8 mmol). The mixture was stirred at -23° C. for 2 h. After warming to RT, the reaction mixture was added to sat. NaHCO3 and partitioned. The aqueous layer was extracted with Et2O (2×50 mL). The combined organic layers were washed with brine (50 mL), dried with MgSO4 and concentrated. The product was purified by silica gel chromatography eluting with 6:1 to 3:1 hex...